Task: describe an organic reaction: reactants, conditions, products, and yield. Dataset: the Open Reaction Database (ORD), a public repository of structured organic reaction records Starting materials: FC(S(=O)(=O)[O-])(F)F.C1(CC1)N(S(=O)(=O)N1C=[N+](C=C1)C)C (3-(cyclopropyl-methyl-sulfamoyl)-1-methyl-3-H-imidazol-1-ium trifluoromethanesulfonate), [C@H]1(CCC2=CC=CC=C12)NC1=NC2=CC=C(C=C2C=C1)N ((R)—N2-indan-1-yl-quinoline-2,6-diamine). The product is C1(CC1)N(S(=O)(=O)NC=1C=C2C=CC(=NC2=CC1)N[C@@H]1CCC2=CC=CC=C12)C (N-cyclopropyl-N′-{2-[(1R)-2,3-dihydro-1H-inden-1-ylamino]quinolin-6-yl}-N-methylsulfamide). As a reaction SMILES: FC(F)(F)S([O-])(=O)=O.[CH:9]1([N:12]([CH3:22])[S:13]([N:16]2[CH:20]=[CH:19][N+](C)=C2)(=[O:15])=[O:14])[CH2:11][CH2:10]1.[C@H:23]1([NH:32][C:33]2[CH:42]=[CH:41][C:40]3[C:35](=[CH:36][CH:37]=C(N)C=3)[N:34]=2)[C:31]2[C:26](=[CH:27][CH:28]=[CH:29][CH:30]=2)[CH2:25][CH2:24]1>>[CH:9]1([N:12]([CH3:22])[S:13]([NH:16][C:20]2[CH:19]=[C:40]3[C:35](=[CH:36][CH:37]=2)[N:34]=[C:33]([NH:32][C@H:23]2[C:31]4[C:26](=[CH:27][CH:28]=[CH:29][CH:30]=4)[CH2:25][CH2:24]2)[CH:42]=[CH:41]3)(=[O:14])=[O:15])[CH2:10][CH2:11]1 |f:0.1|. Reported procedure: The title compound was prepared in accordance with step C of the general method described in example 76 from 3-(cyclopropyl-methyl-sulfamoyl)-1-methyl-3-H-imidazol-1-ium trifluoromethanesulfonate and (R)—N2-indan-1-yl-quinoline-2,6-diamine; MS: m/e=409.7 (M+H+). The reactants are CC(C)(C)C(=O)OCCl, CCN(CC(C)C)CC(C)C, CN(C)C=O, CCOC(C)=O, CC(C)CN1C(=O)C(CC(=O)O)OC(c2ccccc2Cl)c2cc(Cl)ccc21, O. Product: CC(C)CN1C(=O)C(CC(=O)OCOC(=O)C(C)(C)C)OC(c2ccccc2Cl)c2cc(Cl)ccc21. Reaction SMILES: [C:29]([C:30]([CH3:31])([CH3:32])[CH3:33])(=[O:34])[O:35][CH2:36][Cl:37].[CH2:38]([N:39]([CH2:40][CH3:41])[CH2:42][CH:43]([CH3:44])[CH3:45])[CH:46]([CH3:47])[CH3:48].[CH3:50][N:51]([CH3:52])[CH:53]=[O:54].[CH3:55][CH2:56][O:57][C:58](=[O:59])[CH3:60].[Cl:1][c:2]1[cH:3][cH:4][c:5]2[c:6]([cH:28]1)[CH:7]([c:21]1[c:22]([Cl:27])[cH:23][cH:24][cH:25][cH:26]1)[O:8][CH:9]([CH2:17][C:18](=[O:19])[OH:20])[C:10](=[O:16])[N:11]2[CH2:12][CH:13]([CH3:14])[CH3:15].[OH2:49]>>[Cl:1][c:2]1[cH:3][cH:4][c:5]2[c:6]([cH:28]1)[CH:7]([c:21]1[c:22]([Cl:27])[cH:23][cH:24][cH:25][cH:26]1)[O:8][CH:9]([CH2:17][C:18]([O:19][CH2:36][O:35][C:29]([C:30]([CH3:31])([CH3:32])[CH3:33])=[O:34])=[O:20])[C:10](=[O:16])[N:11]2[CH2:12][CH:13]([CH3:14])[CH3:15].